Dataset: the Open Reaction Database (ORD), a public repository of structured organic reaction records. Task: describe an organic reaction: reactants, conditions, products, and yield Starting materials: C1(CCCCC1)C1=C(C=C(C=C1)N1C(OC(C1)COC)=O)[N+](=O)[O-] ((RS)-3-(4-cyclohexyl-3-nitrophenyl)-5-methoxymethyl-oxazolidin-2-one). Reagents/catalysts: [Pd] (palladium-on-charcoal). Solvent: C(C)O (ethanol). Product: NC=1C=C(C=CC1C1CCCCC1)N1C(OC(C1)COC)=O ((RS)-3-(3-Amino-4-cyclohexyl-phenyl)-5-methoxymethyl-oxazolidin-2-one). Isolated yield 32.9%. As a reaction SMILES: [CH:1]1([C:7]2[CH:12]=[CH:11][C:10]([N:13]3[CH2:17][CH:16]([CH2:18][O:19][CH3:20])[O:15][C:14]3=[O:21])=[CH:9][C:8]=2[N+:22]([O-])=O)[CH2:6][CH2:5][CH2:4][CH2:3][CH2:2]1>C(O)C.[Pd]>[NH2:22][C:8]1[CH:9]=[C:10]([N:13]2[CH2:17][CH:16]([CH2:18][O:19][CH3:20])[O:15][C:14]2=[O:21])[CH:11]=[CH:12][C:7]=1[CH:1]1[CH2:6][CH2:5][CH2:4][CH2:3][CH2:2]1. Procedure details: 0.5 g (1.5 mmol) of (RS)-3-(4-cyclohexyl-3-nitrophenyl)-5-methoxymethyl-oxazolidin-2-one (from the mother liquor of the foregoing reaction) in 75 ml of ethanol was treated with 100 mg of 10 percent palladium-on-charcoal and hydrogenated at room temperature for 5 hours. Filtration, concentration and recrystallization from ethyl acetate gave 150 mg of white crystals with m.p. 130°-132°. Starting materials: BrB(Br)Br, COc1cccc(Sc2c3c(=O)n(C)c(=O)n(CC(C)C)c3cn2Cc2cccc3ccccc23)c1, ClCCl, O. Product: CC(C)Cn1c(=O)n(C)c(=O)c2c(Sc3cccc(O)c3)n(Cc3cccc4ccccc34)cc21. As a reaction SMILES: [B:1]([Br:2])([Br:3])[Br:4].[CH3:5][O:6][c:7]1[cH:8][c:9]([S:13][c:14]2[n:15]([CH2:30][c:31]3[cH:32][cH:33][cH:34][c:35]4[cH:36][cH:37][cH:38][cH:39][c:40]34)[cH:16][c:17]3[n:18]([CH2:26][CH:27]([CH3:28])[CH3:29])[c:19](=[O:25])[n:20]([CH3:24])[c:21](=[O:23])[c:22]23)[cH:10][cH:11][cH:12]1.[Cl:42][CH2:43][Cl:44].[OH2:41]>>[OH:6][c:7]1[cH:8][c:9]([S:13][c:14]2[n:15]([CH2:30][c:31]3[cH:32][cH:33][cH:34][c:35]4[cH:36][cH:37][cH:38][cH:39][c:40]34)[cH:16][c:17]3[n:18]([CH2:26][CH:27]([CH3:28])[CH3:29])[c:19](=[O:25])[n:20]([CH3:24])[c:21](=[O:23])[c:22]23)[cH:10][cH:11][cH:12]1. The reactants are O=C([O-])O, Cc1ccccc1, CCO, CC(C)n1cc(I)c2c(Cl)ncnc21, O=[N+]([O-])c1ccc(B(O)O)cc1, [Na+], O. Yields the product CC(C)n1cc(-c2ccc([N+](=O)[O-])cc2)c2c(Cl)ncnc21. As a reaction SMILES: [C:34](=[O:35])([OH:36])[O-:37].[CH3:27][c:28]1[cH:29][cH:30][cH:31][cH:32][cH:33]1.[CH3:40][CH2:41][OH:42].[Cl:1][c:2]1[c:3]2[c:4]([n:5][cH:6][n:7]1)[n:8]([CH:12]([CH3:13])[CH3:14])[cH:9][c:10]2[I:11].[N+:15](=[O:16])([O-:17])[c:18]1[cH:19][cH:20][c:21]([B:24]([OH:25])[OH:26])[cH:22][cH:23]1.[Na+:38].[OH2:39]>>[Cl:1][c:2]1[c:3]2[c:4]([n:5][cH:6][n:7]1)[n:8]([CH:12]([CH3:13])[CH3:14])[cH:9][c:10]2-[c:21]1[cH:20][cH:19][c:18]([N+:15](=[O:16])[O-:17])[cH:23][cH:22]1. Reactants: [OH-].[Na+] (sodium hydroxide), C12C(C3CC(CC(C1)C3)C2)NC(=O)C=2C=NN(C2SC2CCCCC2)C2=CC=C(C(=O)OC)C=C2 (methyl 4-[4-(2-adamantylcarbamoyl)-5-cyclohexylsulfanyl-pyrazol-1-yl]benzoate). Run in CO (methanol). Run at temperature 20 celsius, time 18 hour. Product: C12C(C3CC(CC(C1)C3)C2)NC(=O)C=2C=NN(C2SC2CCCCC2)C2=CC=C(C(=O)O)C=C2 (4-[4-(2-adamantylcarbamoyl)-5-cyclohexylsulfanyl-pyrazol-1-yl]benzoic acid). Yield: 99.9%. RXN SMILES: [OH-].[Na+].[CH:3]12[CH2:12][CH:7]3[CH2:8][CH:9]([CH2:11][CH:5]([CH2:6]3)[CH:4]1[NH:13][C:14]([C:16]1[CH:17]=[N:18][N:19]([C:28]3[CH:37]=[CH:36][C:31]([C:32]([O:34]C)=[O:33])=[CH:30][CH:29]=3)[C:20]=1[S:21][CH:22]1[CH2:27][CH2:26][CH2:25][CH2:24][CH2:23]1)=[O:15])[CH2:10]2>CO>[CH:3]12[CH2:12][CH:7]3[CH2:8][CH:9]([CH2:11][CH:5]([CH2:6]3)[CH:4]1[NH:13][C:14]([C:16]1[CH:17]=[N:18][N:19]([C:28]3[CH:37]=[CH:36][C:31]([C:32]([OH:34])=[O:33])=[CH:30][CH:29]=3)[C:20]=1[S:21][CH:22]1[CH2:27][CH2:26][CH2:25][CH2:24][CH2:23]1)=[O:15])[CH2:10]2 |f:0.1|. Procedure details: 2M aqueous sodium hydroxide (1.671 mL, 3.34 mmol) was added in one portion to methyl 4-[4-(2-adamantylcarbamoyl)-5-cyclohexylsulfanyl-pyrazol-1-yl]benzoate (Intermediate#84) (330 mg, 0.67 mmol) in methanol (10 mL). The resulting mixture was stirred at 20° C. for 18 hours. The reaction mixture was concentrated and diluted with water (50 mL), and washed with ether (20 mL). The aqueous solution was adjusted to pH 3 with 2M HCl and extracted with EtOAc (2×25 mL), and the combined extracts washed seq... The reactants are CCOC(=O)Nc1nc2ccccc2s1, CCCCC, Cl, Cl, [H-], Nc1nc2ccccc2s1, Cc1[nH]cnc1CSCCN, [Na+], c1ccncc1. The product is Cc1[nH]cnc1CSCCNC(=O)Nc1nc2ccccc2s1. Reaction SMILES: [C:16](=[O:17])([O:18][CH2:19][CH3:20])[NH:21][c:22]1[s:23][c:24]2[c:25]([n:26]1)[cH:27][cH:28][cH:29][cH:30]2.[CH3:47][CH2:48][CH2:49][CH2:50][CH3:51].[ClH:1].[ClH:2].[H-:14].[NH2:31][c:32]1[s:33][c:34]2[cH:35][cH:36][cH:37][cH:38][c:39]2[n:40]1.[NH2:3][CH2:4][CH2:5][S:6][CH2:7][c:8]1[n:9][cH:10][nH:11][c:12]1[CH3:13].[Na+:15].[cH:41]1[cH:42][cH:43][n:44][cH:45][cH:46]1>>[NH:3]([CH2:4][CH2:5][S:6][CH2:7][c:8]1[n:9][cH:10][nH:11][c:12]1[CH3:13])[C:16](=[O:17])[NH:21][c:22]1[s:23][c:24]2[c:25]([n:26]1)[cH:27][cH:28][cH:29][cH:30]2. The reactants are O=c1c2cc(Br)ccc2ccn1CCO, CC(C)(C)[O-], Cc1ccccc1, [K+], CC(C)(C)OC(=O)N1CCNCC1, O=C(C=Cc1ccccc1)C=Cc1ccccc1, O=C(C=Cc1ccccc1)C=Cc1ccccc1, O=C(C=Cc1ccccc1)C=Cc1ccccc1, [Pd], [Pd]. The product is CC(C)(C)OC(=O)N1CCN(c2ccc3ccn(CCO)c(=O)c3c2)CC1. As a reaction SMILES: [Br:1][c:2]1[cH:3][cH:4][c:5]2[cH:6][cH:7][n:8]([CH2:13][CH2:14][OH:15])[c:9](=[O:12])[c:10]2[cH:11]1.[CH3:29][C:30]([CH3:31])([O-:32])[CH3:33].[CH3:35][c:36]1[cH:37][cH:38][cH:39][cH:40][cH:41]1.[K+:34].[N:16]1([C:22](=[O:23])[O:24][C:25]([CH3:26])([CH3:27])[CH3:28])[CH2:17][CH2:18][NH:19][CH2:20][CH2:21]1.[O:44]=[C:45]([CH:46]=[CH:47][c:48]1[cH:49][cH:50][cH:51][cH:52][cH:53]1)[CH:54]=[CH:55][c:56]1[cH:57][cH:58][cH:59][cH:60][cH:61]1.[O:62]=[C:63]([CH:64]=[CH:65][c:66]1[cH:67][cH:68][cH:69][cH:70][cH:71]1)[CH:72]=[CH:73][c:74]1[cH:75][cH:76][cH:77][cH:78][cH:79]1.[O:80]=[C:81]([CH:82]=[CH:83][c:84]1[cH:85][cH:86][cH:87][cH:88][cH:89]1)[CH:90]=[CH:91][c:92]1[cH:93][cH:94][cH:95][cH:96][cH:97]1.[Pd:42].[Pd:43]>>[c:2]1([N:19]2[CH2:18][CH2:17][N:16]([C:22](=[O:23])[O:24][C:25]([CH3:26])([CH3:27])[CH3:28])[CH2:21][CH2:20]2)[cH:3][cH:4][c:5]2[cH:6][cH:7][n:8]([CH2:13][CH2:14][OH:15])[c:9](=[O:12])[c:10]2[cH:11]1. Reactants: C(=O)C=1NC(=C(C(C1C(=O)OCC)C1=C(C=CC=C1)\C=C\C(=O)OC(C)(C)C)C(=O)OCC)C (2-Formyl-6-methyl-4(E)-(2-(3-(1,1-dimethylethoxy)-3-oxo-1-propenyl)phenyl)-1,4-dihydro-3,5-pyridinedicarboxylic acid, diethyl ester), [BH4-].[Na+] (sodium borohydride). The solvent is C(C)O (ethanol). Run at time 30 minute. Yields the product OCC=1NC(=C(C(C1C(=O)OCC)C1=C(C=CC=C1)\C=C\C(=O)OC(C)(C)C)C(=O)OCC)C (2-Hydroxymethyl-6-methyl-4-(E)-(2-(3-(1,1-dimethylethoxy)-3-oxo-1-propenyl)phenyl)-1,4-dihydro-3,5-pyridinedicarboxylic acid, diethyl ester). Yield: 21.0%. RXN SMILES: [CH:1]([C:3]1[NH:4][C:5]([CH3:34])=[C:6]([C:29]([O:31][CH2:32][CH3:33])=[O:30])[CH:7]([C:14]2[CH:19]=[CH:18][CH:17]=[CH:16][C:15]=2/[CH:20]=[CH:21]/[C:22]([O:24][C:25]([CH3:28])([CH3:27])[CH3:26])=[O:23])[C:8]=1[C:9]([O:11][CH2:12][CH3:13])=[O:10])=[O:2].[BH4-].[Na+]>C(O)C>[OH:2][CH2:1][C:3]1[NH:4][C:5]([CH3:34])=[C:6]([C:29]([O:31][CH2:32][CH3:33])=[O:30])[CH:7]([C:14]2[CH:19]=[CH:18][CH:17]=[CH:16][C:15]=2/[CH:20]=[CH:21]/[C:22]([O:24][C:25]([CH3:26])([CH3:27])[CH3:28])=[O:23])[C:8]=1[C:9]([O:11][CH2:12][CH3:13])=[O:10] |f:1.2|. Reported procedure: A solution of the product of Example 2 (0.95 g) in ethanol (20 ml) was treated at 0° with sodium borohydride (0.76 g). The mixture was stirred for 30 min. and extracted with ethyl acetate. After evaporation of the solvent the residue was purified by column chromatography on silica gel eluting with cyclohexane/ethyl acetate 1:1 to give the title compound (0.2 g) as a white solid. M.p. 163°-164°. T.l.c. (cyclohexane/ethyl acetate 1:1) Rf 0.23.